Dataset: the Open Reaction Database (ORD), a public repository of structured organic reaction records. Task: describe an organic reaction: reactants, conditions, products, and yield Reactants: CCO, [H][H], CN1CCC(C(C)(C)c2ccc(NC(=O)c3ccccc3[N+](=O)[O-])cc2)CC1. Product: CN1CCC(C(C)(C)c2ccc(NC(=O)c3ccccc3N)cc2)CC1. RXN SMILES: [CH3:31][CH2:32][OH:33].[H:29][H:30].[N+:1]([O-:2])(=[O:3])[c:4]1[c:5]([C:6](=[O:7])[NH:8][c:9]2[cH:10][cH:11][c:12]([C:15]([CH3:16])([CH:17]3[CH2:18][CH2:19][N:20]([CH3:23])[CH2:21][CH2:22]3)[CH3:24])[cH:13][cH:14]2)[cH:25][cH:26][cH:27][cH:28]1>>[NH2:1][c:4]1[c:5]([C:6](=[O:7])[NH:8][c:9]2[cH:10][cH:11][c:12]([C:15]([CH3:16])([CH:17]3[CH2:18][CH2:19][N:20]([CH3:23])[CH2:21][CH2:22]3)[CH3:24])[cH:13][cH:14]2)[cH:25][cH:26][cH:27][cH:28]1. Reactants: OCCCBr, O=C([O-])[O-], CC#N, Oc1ccc(-c2ccc(F)cc2)cc1, [K+], [K+]. The product is OCCCOc1ccc(-c2ccc(F)cc2)cc1. RXN SMILES: [Br:15][CH2:16][CH2:17][CH2:18][OH:19].[C:20](=[O:21])([O-:22])[O-:23].[CH3:26][C:27]#[N:28].[F:1][c:2]1[cH:3][cH:4][c:5](-[c:8]2[cH:9][cH:10][c:11]([OH:14])[cH:12][cH:13]2)[cH:6][cH:7]1.[K+:24].[K+:25]>>[F:1][c:2]1[cH:3][cH:4][c:5](-[c:8]2[cH:9][cH:10][c:11]([O:14][CH2:16][CH2:17][CH2:18][OH:19])[cH:12][cH:13]2)[cH:6][cH:7]1. Reactants: FC=1C(=C2C(C=C(O2)C)=C(C1OCOCCOC)C=O)F (6,7-difluoro-5-(2-methoxyethoxymethoxy)-2-methylbenzofuran-4-carbaldehyde), Cl (HCl). Solvent: C1CCOC1 (THF), CC(C)(C)OC (MTBE). Yields the product FC=1C(=C2C(C=C(O2)C)=C(C1O)C=O)F (6,7-difluoro-5-hydroxy-2-methylbenzofuran-4-carbaldehyde). Reaction SMILES: [F:1][C:2]1[C:3]([F:21])=[C:4]2[O:8][C:7]([CH3:9])=[CH:6][C:5]2=[C:10]([CH:19]=[O:20])[C:11]=1[O:12]COCCOC.Cl>C1COCC1.CC(OC)(C)C>[F:1][C:2]1[C:3]([F:21])=[C:4]2[O:8][C:7]([CH3:9])=[CH:6][C:5]2=[C:10]([CH:19]=[O:20])[C:11]=1[OH:12]. Reported procedure: 18.0 g (60.0 mmol) of 6,7-difluoro-5-(2-methoxyethoxymethoxy)-2-methylbenzofuran-4-carbaldehyde are stirred for 17 h at 20° C. together with 11.0 ml of conc. HCl in 100 ml of THF. The reaction soln. is diluted with MTBE and washed with water. The aqueous phase is extracted with MTBE, and the combined organic phases are washed successively with water and sat. sodium chloride soln. The solution is dried using sodium sulfate and concentrated to dryness. The crude product is purified by column chrom... Procedure: 6.80 g (20 mmol) of 1-[[7-chloro-5,6-dihydro-5-methyl-6-oxo-4H-imidazo[1,5-a][1,4]benzodiazepin-3-yl]carbonyl]imidazole, 50 ml of N,N-dimethylformamide and 3.2 g (20 mmol) of heptanecarboxamidoxime are stirred at 100° overnight. The solution is then evaporated and the residue is dissolved in methylene chloride. The organic solution is washed with water and the solvent is evaporated. By chromatography of the residue on silica gel while eluting with ethyl acetate and subsequent recrystallization f... RXN SMILES: [Cl:1][C:2]1[C:7]2[C:8](=[O:24])[N:9]([CH3:23])[CH2:10][C:11]3[N:12]([CH:13]=[N:14][C:15]=3[C:16]([N:18]3C=C[N:20]=[CH:19]3)=[O:17])[C:6]=2[CH:5]=[CH:4][CH:3]=1>CN(C)C=O>[Cl:1][C:2]1[C:7]2[C:8](=[O:24])[N:9]([CH3:23])[CH2:10][C:11]3[N:12]([CH:13]=[N:14][C:15]=3[C:16]3[O:17][N:20]=[C:19]([CH2:8][CH2:7][CH2:2][CH2:3][CH2:4][CH2:5][CH3:6])[N:18]=3)[C:6]=2[CH:5]=[CH:4][CH:3]=1. Reactants: ClC1=CC=CC2=C1C(N(CC=1N2C=NC1C(=O)N1C=NC=C1)C)=O (1-[[7-chloro-5,6-dihydro-5-methyl-6-oxo-4H-imidazo[1,5-a][1,4]benzodiazepin-3-yl]carbonyl]imidazole). Product: ClC1=CC=CC2=C1C(N(CC=1N2C=NC1C1=NC(=NO1)CCCCCCC)C)=O (7-chloro-3-(3-heptyl-1,2,4-oxadiazol-5-yl)-4,5-dihydro-5-methyl-6H-imidazo[1,5-a][1,4]benzodiazepin-6-one). Solvent: CN(C=O)C (N,N-dimethylformamide). The product is Clc1ccccc1C(Cl)C(c1ccccc1Cl)n1ccnc1. Reactants: [NH4+], [OH-], OC(c1ccccc1Cl)C(c1ccccc1Cl)n1ccnc1, O=S(Cl)Cl, c1ccccc1. Reaction SMILES: [NH4+:27].[OH-:28].[OH:5][CH:6]([CH:7]([c:8]1[c:9]([Cl:14])[cH:10][cH:11][cH:12][cH:13]1)[n:15]1[cH:16][n:17][cH:18][cH:19]1)[c:20]1[c:21]([Cl:26])[cH:22][cH:23][cH:24][cH:25]1.[S:1]([Cl:2])([Cl:3])=[O:4].[cH:29]1[cH:30][cH:31][cH:32][cH:33][cH:34]1>>[Cl:3][CH:6]([CH:7]([c:8]1[c:9]([Cl:14])[cH:10][cH:11][cH:12][cH:13]1)[n:15]1[cH:16][n:17][cH:18][cH:19]1)[c:20]1[c:21]([Cl:26])[cH:22][cH:23][cH:24][cH:25]1.